Dataset: the Open Reaction Database (ORD), a public repository of structured organic reaction records. Task: describe an organic reaction: reactants, conditions, products, and yield The reactants are CC(CC(O)C(Cc1ccccc1)NC(=O)c1cc(-c2ccccc2)cc(N2CCCC2=O)c1)C(=O)NCCC(C)(C)C, CC(C)Oc1cc(C(=O)O)cc(N2CCCC2=O)c1, CC(CC(O)C(N)Cc1ccccc1)C(=O)NC1CC2CCC1C2. Yields the product CC(C)Oc1cc(C(=O)NC(Cc2ccccc2)C(O)CC(C)C(=O)NC2CC3CCC2C3)cc(N2CCCC2=O)c1. RXN SMILES: [CH2:1]([CH:2]([NH:3][C:4](=[O:5])[c:6]1[cH:7][c:8](-[c:9]2[cH:10][cH:11][cH:12][cH:13][cH:14]2)[cH:15][c:16]([N:17]2[CH2:18][CH2:19][CH2:20][C:21]2=[O:22])[cH:23]1)[CH:24]([OH:25])[CH2:26][CH:27]([C:28](=[O:29])[NH:30][CH2:31][CH2:32][C:33]([CH3:34])([CH3:35])[CH3:36])[CH3:37])[c:38]1[cH:39][cH:40][cH:41][cH:42][cH:43]1.[CH:44]([CH3:45])([CH3:46])[O:47][c:48]1[cH:49][c:50]([C:51](=[O:52])[OH:53])[cH:54][c:55]([N:57]2[C:58](=[O:62])[CH2:59][CH2:60][CH2:61]2)[cH:56]1.[CH:63]12[CH:64]([NH:70][C:71]([CH:72]([CH2:73][CH:74]([CH:75]([CH2:76][c:77]3[cH:78][cH:79][cH:80][cH:81][cH:82]3)[NH2:83])[OH:84])[CH3:85])=[O:86])[CH2:65][CH:66]([CH2:67][CH2:68]1)[CH2:69]2>>[CH:44]([CH3:45])([CH3:46])[O:47][c:48]1[cH:49][c:50]([C:51](=[O:53])[NH:83][CH:75]([CH:74]([CH2:73][CH:72]([C:71]([NH:70][CH:64]2[CH:63]3[CH2:68][CH2:67][CH:66]([CH2:65]2)[CH2:69]3)=[O:86])[CH3:85])[OH:84])[CH2:76][c:77]2[cH:78][cH:79][cH:80][cH:81][cH:82]2)[cH:54][c:55]([N:57]2[C:58](=[O:62])[CH2:59][CH2:60][CH2:61]2)[cH:56]1.